Dataset: the Open Reaction Database (ORD), a public repository of structured organic reaction records. Task: describe an organic reaction: reactants, conditions, products, and yield Starting materials: S(=O)(=O)(C)OC[C@H]1[C@H](CCC)O1 ((2S, 3S)-1-mesyloxy-2,3-epoxyhexane), C(Cl)Cl (CH2Cl2), [H-].[Na+] (NaH), OC1=CC=C(C=C1)C1=NC=C(C=N1)CCCCCCCC (2-(4-hydroxyphenyl)-5-n-octylpyrimidine). The solvent is [K+].[Br-] (KBr), CN(C=O)C (dimethylformamide), ice water. Run at temperature 0 celsius, time 6 hour. The product is C(CCCCCCC)C=1C=NC(=NC1)C1=CC=C(C=C1)OC[C@@H]1O[C@H]1CCC ((2S,3S)-(-)-2-[4-(5-octylpyrimidin-2-yl)phenyloxy]methyl-3-propyl-oxirane). Reaction SMILES: [H-].[Na+].[OH:3][C:4]1[CH:9]=[CH:8][C:7]([C:10]2[N:15]=[CH:14][C:13]([CH2:16][CH2:17][CH2:18][CH2:19][CH2:20][CH2:21][CH2:22][CH3:23])=[CH:12][N:11]=2)=[CH:6][CH:5]=1.S(O[CH2:29][C@@H:30]1[O:35][C@H:31]1[CH2:32][CH2:33][CH3:34])(C)(=O)=O.C(Cl)Cl>CN(C)C=O.[K+].[Br-]>[CH2:16]([C:13]1[CH:14]=[N:15][C:10]([C:7]2[CH:6]=[CH:5][C:4]([O:3][CH2:29][C@H:30]3[C@H:31]([CH2:32][CH2:33][CH3:34])[O:35]3)=[CH:9][CH:8]=2)=[N:11][CH:12]=1)[CH2:17][CH2:18][CH2:19][CH2:20][CH2:21][CH2:22][CH3:23] |f:0.1,6.7|. Procedure details: 0.16 g of NaH (5 mmol), as an 80% strength dispersion in oil, is added to a solution of 1.42 g (5 mmol) of 2-(4-hydroxyphenyl)-5-n-octylpyrimidine in 50 ml of dimethylformamide at a temperature of 0° C. When the evolution of gas has subsided, 1.35 g (7 mmol) of (2S, 3S)-1-mesyloxy-2,3-epoxyhexane are added, and the mixture is stirred for 6 hours at 0° C. The mixture is subsequently hydrolized in 100 ml of ice water and extracted with dichloromethane. After three-fold column chromatography (silic...